This data is from the Open Reaction Database (ORD), a public repository of structured organic reaction records. The task is: describe an organic reaction: reactants, conditions, products, and yield Starting materials: CN1CCn2c(c(OCc3ccccc3)c3c(=O)n(Cc4ccc(F)cc4)nc(Br)c32)C1=O, C[S-], [Na+], CN(C)C=O. Product: CSc1nn(Cc2ccc(F)cc2)c(=O)c2c(OCc3ccccc3)c3n(c12)CCN(C)C3=O. RXN SMILES: [CH2:1]([c:2]1[cH:3][cH:4][cH:5][cH:6][cH:7]1)[O:8][c:9]1[c:10]2[n:11]([c:12]3[c:13]([Br:27])[n:14][n:15]([CH2:19][c:20]4[cH:21][cH:22][c:23]([F:26])[cH:24][cH:25]4)[c:16](=[O:18])[c:17]13)[CH2:28][CH2:29][N:30]([CH3:33])[C:31]2=[O:32].[CH3:34][S-:35].[Na+:36].[O:37]=[CH:38][N:39]([CH3:40])[CH3:41]>>[CH2:1]([c:2]1[cH:3][cH:4][cH:5][cH:6][cH:7]1)[O:8][c:9]1[c:10]2[n:11]([c:12]3[c:13]([S:35][CH3:34])[n:14][n:15]([CH2:19][c:20]4[cH:21][cH:22][c:23]([F:26])[cH:24][cH:25]4)[c:16](=[O:18])[c:17]13)[CH2:28][CH2:29][N:30]([CH3:33])[C:31]2=[O:32]. Starting materials: CC(=O)O[BH-](OC(C)=O)OC(C)=O, CC(=O)O, C=O, CC(=O)CC(C)C, CCOC(C)=O, ClCCl, O=S(=O)(Nc1ncns1)c1cc(F)c(Oc2ccc(Cl)cc2-c2ccnn2C2CNC2)cc1F, [Na+], O. Yields the product CN1CC(n2nccc2-c2cc(Cl)ccc2Oc2cc(F)c(S(=O)(=O)Nc3ncns3)cc2F)C1. As a reaction SMILES: [C:40]([O:41][BH-:42]([O:43][C:44](=[O:45])[CH3:46])[O:47][C:48](=[O:49])[CH3:50])(=[O:51])[CH3:52].[C:55]([OH:56])(=[O:57])[CH3:58].[CH2:38]=[O:39].[CH2:59]([C:60]([CH3:61])=[O:62])[CH:63]([CH3:64])[CH3:65].[CH3:66][CH2:67][O:68][C:69](=[O:70])[CH3:71].[Cl:35][CH2:36][Cl:37].[NH:1]1[CH2:2][CH:3]([n:5]2[n:6][cH:7][cH:8][c:9]2-[c:10]2[c:11]([O:12][c:13]3[cH:14][c:15]([F:29])[c:16]([S:20](=[O:21])(=[O:22])[NH:23][c:24]4[n:25][cH:26][n:27][s:28]4)[cH:17][c:18]3[F:19])[cH:30][cH:31][c:32]([Cl:34])[cH:33]2)[CH2:4]1.[Na+:53].[OH2:54]>>[N:1]1([CH3:36])[CH2:2][CH:3]([n:5]2[n:6][cH:7][cH:8][c:9]2-[c:10]2[c:11]([O:12][c:13]3[cH:14][c:15]([F:29])[c:16]([S:20](=[O:21])(=[O:22])[NH:23][c:24]4[n:25][cH:26][n:27][s:28]4)[cH:17][c:18]3[F:19])[cH:30][cH:31][c:32]([Cl:34])[cH:33]2)[CH2:4]1. Reaction SMILES: [C:1]1([CH2:7][O:8][C:9](Cl)=[O:10])[CH:6]=[CH:5][CH:4]=[CH:3][CH:2]=1.Cl.[CH3:13][O:14][C:15]1[CH:16]=[C:17]2[O:21][CH:20]([CH3:22])[CH2:19][C:18]2=[C:23]([NH2:25])[CH:24]=1.[OH-].[Na+]>C(Cl)(Cl)Cl>[C:1]1([CH2:7][O:8][C:9](=[O:10])[NH:25][C:23]2[C:18]3[CH2:19][CH:20]([CH3:22])[O:21][C:17]=3[CH:16]=[C:15]([O:14][CH3:13])[CH:24]=2)[CH:6]=[CH:5][CH:4]=[CH:3][CH:2]=1 |f:1.2,3.4|. Run in C(Cl)(Cl)Cl (chloroform). Starting materials: Cl.COC=1C=C2C(CC(O2)C)=C(C1)N (2,3-dihydro-6-methoxy-2-methyl-4-benzofuranamine hydrochloride), [OH-].[Na+] (NaOH), C1(=CC=CC=C1)COC(=O)Cl (phenylmethylchlorocarbonate). Yields the product C1(=CC=CC=C1)COC(NC1=CC(=CC2=C1CC(O2)C)OC)=O ((2,3-dihydro-6-methoxy-2-methyl-4-benzofuranyl)carbamic acid phenylmethyl ester). Conditions: time 2 hour. The yield is 88.5%. Reported procedure: 0.65 grams of phenylmethylchlorocarbonate are dripped at 5° C. into a stirred mixture containing 0.7 grams of 2,3-dihydro-6-methoxy-2-methyl-4-benzofuranamine hydrochloride, 5 cc of 2N NaOH and 10 cc of chloroform. When the addition is terminated vigorous stirring is continued for one hour at the same temperature and for two hours at room temperature. Then the organic phase is separated, washed with water, dried over Na2SO4 and concentrated to dryness. The obtained residue crystallized twice fro... Starting materials: O=C(c1ncc[nH]1)c1ncc[nH]1, CC(C)CN(C(CCCCN)C(=O)O)S(=O)(=O)c1ccc([N+](=O)[O-])cc1, C1CCOC1, COc1ccccc1C=CC(=O)O, Cl, [K+], [K+], O=C([O-])[O-]. The product is COc1ccccc1C=CC(=O)NCCCCC(C(=O)O)N(CC(C)C)S(=O)(=O)c1ccc([N+](=O)[O-])cc1. RXN SMILES: [C:14]([c:15]1[nH:16][cH:17][cH:18][n:19]1)([c:20]1[nH:21][cH:22][cH:23][n:24]1)=[O:25].[CH2:26]([CH:27]([CH3:28])[CH3:29])[N:30]([CH:31]([CH2:32][CH2:33][CH2:34][CH2:35][NH2:36])[C:37](=[O:38])[OH:39])[S:40](=[O:41])(=[O:42])[c:43]1[cH:44][cH:45][c:46]([N+:49](=[O:50])[O-:51])[cH:47][cH:48]1.[CH2:52]1[O:53][CH2:54][CH2:55][CH2:56]1.[CH3:1][O:2][c:3]1[c:4]([CH:5]=[CH:6][C:7](=[O:8])[OH:9])[cH:10][cH:11][cH:12][cH:13]1.[ClH:63].[K+:57].[K+:58].[O-:59][C:60]([O-:61])=[O:62]>>[CH3:1][O:2][c:3]1[c:4]([CH:5]=[CH:6][C:7](=[O:9])[NH:36][CH2:35][CH2:34][CH2:33][CH2:32][CH:31]([N:30]([CH2:26][CH:27]([CH3:28])[CH3:29])[S:40](=[O:41])(=[O:42])[c:43]2[cH:44][cH:45][c:46]([N+:49](=[O:50])[O-:51])[cH:47][cH:48]2)[C:37](=[O:38])[OH:39])[cH:10][cH:11][cH:12][cH:13]1. Reactants: CC(C)(C)c1cc(Br)c(C(=O)O)c(Br)c1O, CI, CC(C)=O, [K+], [K+], O=C([O-])[O-]. The product is COc1c(C(C)(C)C)cc(Br)c(C(=O)O)c1Br. As a reaction SMILES: [Br:1][c:2]1[c:3]([C:4](=[O:5])[OH:6])[c:7]([Br:16])[cH:8][c:9]([C:12]([CH3:13])([CH3:14])[CH3:15])[c:10]1[OH:11].[CH3:23][I:24].[CH3:25][C:26](=[O:27])[CH3:28].[K+:17].[K+:18].[O-:19][C:20]([O-:21])=[O:22]>>[Br:1][c:2]1[c:3]([C:4](=[O:5])[OH:6])[c:7]([Br:16])[cH:8][c:9]([C:12]([CH3:13])([CH3:14])[CH3:15])[c:10]1[O:11][CH3:20]. The reactants are CC(C)(C)[Si](OCC1CC=CC1O)(c1ccccc1)c1ccccc1, ClCCl, O=[Cr](=O)([O-])O[Cr](=O)(=O)[O-], c1cc[nH+]cc1, c1cc[nH+]cc1. Product: CC(C)(C)[Si](OCC1CC=CC1=O)(c1ccccc1)c1ccccc1. RXN SMILES: [C:1]([CH3:2])([CH3:3])([CH3:4])[Si:5]([O:6][CH2:7][CH:8]1[CH2:9][CH:10]=[CH:11][CH:12]1[OH:13])([c:14]1[cH:15][cH:16][cH:17][cH:18][cH:19]1)[c:20]1[cH:21][cH:22][cH:23][cH:24][cH:25]1.[Cl:47][CH2:48][Cl:49].[Cr:26]([O:27][Cr:28]([O-:29])(=[O:30])=[O:31])([O-:32])(=[O:33])=[O:34].[nH+:35]1[cH:36][cH:37][cH:38][cH:39][cH:40]1.[nH+:41]1[cH:42][cH:43][cH:44][cH:45][cH:46]1>>[C:1]([CH3:2])([CH3:3])([CH3:4])[Si:5]([O:6][CH2:7][CH:8]1[CH2:9][CH:10]=[CH:11][C:12]1=[O:13])([c:14]1[cH:15][cH:16][cH:17][cH:18][cH:19]1)[c:20]1[cH:21][cH:22][cH:23][cH:24][cH:25]1. The reactants are C(C)(C)(C)C1=CC(=C(C=N1)C=1N([C@]([C@](N1)(C)C1=CC=C(C=C1)Cl)(C)C1=CC=C(C=C1)Cl)C(=O)N1CCNCC1)OCC ([(4S,5R)-2-(6-tert-butyl-4-ethoxy-pyridin-3-yl)-4,5-bis-(4-chloro-phenyl)-4,5-dimethyl-4,5-dihydro-imidazol-1-yl]-piperazin-1-yl-methanone), CSCCC(=O)O (3-(methylthio)propionic acid), ON1N=NC2=C1C=CC=C2 (1-hydroxybenzotriazole), N,N,N′,N′-tetramethyl-O-(1H-Benzotriazol-1-yl)uranium hexafluorophosphate, C(C)(C)N(CC)C(C)C (diisopropylethylamine). Run in CN(C=O)C (dimethylformamide). Run at time 1 hour. The product is C(C)(C)(C)C1=CC(=C(C=N1)C=1N([C@]([C@](N1)(C)C1=CC=C(C=C1)Cl)(C)C1=CC=C(C=C1)Cl)C(=O)N1CCN(CC1)C(CCSC)=O)OCC (1-{4-[(4S,5R)-2-(6-tert-Butyl-4-ethoxy-pyridin-3-yl)-4,5-bis-(4-chloro-phenyl)-4,5-dimethyl-4,5-dihydro-imidazole-1-carbonyl]-piperazin-1-yl}-3-methylsulfanyl-propan-1-one). Isolated yield 89.4%. Reaction SMILES: [CH3:1][S:2][CH2:3][CH2:4][C:5]([OH:7])=O.ON1C2C=CC=CC=2N=N1.C(N(C(C)C)CC)(C)C.[C:27]([C:31]1[N:36]=[CH:35][C:34]([C:37]2[N:38]([C:58]([N:60]3[CH2:65][CH2:64][NH:63][CH2:62][CH2:61]3)=[O:59])[C@@:39]([C:51]3[CH:56]=[CH:55][C:54]([Cl:57])=[CH:53][CH:52]=3)([CH3:50])[C@@:40]([C:43]3[CH:48]=[CH:47][C:46]([Cl:49])=[CH:45][CH:44]=3)([CH3:42])[N:41]=2)=[C:33]([O:66][CH2:67][CH3:68])[CH:32]=1)([CH3:30])([CH3:29])[CH3:28]>CN(C)C=O>[C:27]([C:31]1[N:36]=[CH:35][C:34]([C:37]2[N:38]([C:58]([N:60]3[CH2:65][CH2:64][N:63]([C:5](=[O:7])[CH2:4][CH2:3][S:2][CH3:1])[CH2:62][CH2:61]3)=[O:59])[C@@:39]([C:51]3[CH:56]=[CH:55][C:54]([Cl:57])=[CH:53][CH:52]=3)([CH3:50])[C@@:40]([C:43]3[CH:44]=[CH:45][C:46]([Cl:49])=[CH:47][CH:48]=3)([CH3:42])[N:41]=2)=[C:33]([O:66][CH2:67][CH3:68])[CH:32]=1)([CH3:28])([CH3:29])[CH3:30]. Reported procedure: To a solution of 3-(methylthio)propionic acid (30.8 mg, 0.256 mmole, Lancaster) in dimethylformamide (10 mL) were added successively 1-hydroxybenzotriazole (46.3 mg, 0.342 mmole, Chem-Impex), N,N,N′,N′-tetramethyl-O-(1H-Benzotriazol-1-yl)uranium hexafluorophosphate (130.0 mg, 0.343 mmole, Aldrich) and diisopropylethylamine (111.0 mg, 0.857 mmole). The mixture was stirred for 15 min before [(4S,5R)-2-(6-tert-butyl-4-ethoxy-pyridin-3-yl)-4,5-bis-(4-chloro-phenyl)-4,5-dimethyl-4,5-dihydro-imidazol-... Starting materials: CC(c1ccc(Br)cc1F)N(C(=O)[O-])C(C)(C)C, CCOC(C)=O, Cl. The product is [Cl-], CC([NH3+])c1ccc(Br)cc1F. Reaction SMILES: [C:1]([N:5]([C:2](=[O:3])[O-:4])[CH:9]([CH3:10])[c:11]1[c:12]([F:18])[cH:13][c:14]([Br:17])[cH:15][cH:16]1)([CH3:6])([CH3:7])[CH3:8].[CH3:20][CH2:21][O:22][C:23](=[O:24])[CH3:25].[ClH:19]>>[Cl-:19].[NH3+:5][CH:9]([CH3:10])[c:11]1[c:12]([F:18])[cH:13][c:14]([Br:17])[cH:15][cH:16]1. Reactants: C1(=CC=CC=C1)[SiH3] (phenylsilane), CNC1=NC=CC=C1 (2-Methylaminopyridine), COC(C1=CC=C(C=C1)C=O)=O (methyl-4-formylbenzoate), C(CCC)[Sn](CCCC)(Cl)Cl (dibutyltin dichloride). Run in C1CCOC1 (THF). Run at time 10 minute. Product: CN(C1=NC=CC=C1)CC1=CC=C(C(=O)OC)C=C1 (methyl 4-[methyl(pyridin-2-yl)amino]methylbenzoate). Reaction SMILES: [CH3:1][NH:2][C:3]1[CH:8]=[CH:7][CH:6]=[CH:5][N:4]=1.[CH3:9][O:10][C:11](=[O:20])[C:12]1[CH:17]=[CH:16][C:15]([CH:18]=O)=[CH:14][CH:13]=1.C([Sn](Cl)(Cl)CCCC)CCC.C1([SiH3])C=CC=CC=1>C1COCC1>[CH3:1][N:2]([CH2:18][C:15]1[CH:16]=[CH:17][C:12]([C:11]([O:10][CH3:9])=[O:20])=[CH:13][CH:14]=1)[C:3]1[CH:8]=[CH:7][CH:6]=[CH:5][N:4]=1. Reported procedure: 2-Methylaminopyridine (1.0 mmol) and methyl-4-formylbenzoate (1.0 mmol) were mixed in THF (2 mL) and dibutyltin dichloride (0.1 mmol) was added. After stirring at RT for 10 minutes, phenylsilane (1.1 mmol) was added and the reaction mixture allowed to stir at room temperature for a further 17 h. The reaction mixture was then concentrated by N2 stream and the residue purified by flash chromatography (silica gel, heptane:EtOAc) to give methyl 4-[methyl(pyridin-2-yl)amino]methylbenzoate: m/z=257 in...